This data is from the Open Reaction Database (ORD), a public repository of structured organic reaction records. The task is: describe an organic reaction: reactants, conditions, products, and yield RXN SMILES: [CH3:43][CH2:44][O:45][C:46](=[O:47])[CH3:48].[ClH:18].[NH2:19][c:20]1[cH:21][cH:22][c:23]2[c:27]([c:28]1[OH:29])[CH:26]([CH2:30][CH2:31][NH:32][C:33]([CH3:34])=[O:35])[CH2:25][CH2:24]2.[OH2:36].[S:14]([Cl:15])([Cl:16])=[O:17].[cH:37]1[cH:38][cH:39][n:40][cH:41][cH:42]1.[n:1]1[c:2]([CH2:7][CH2:8][CH2:9][CH2:10][C:11](=[O:12])[OH:13])[cH:3][cH:4][cH:5][cH:6]1>>[n:1]1[c:2]([CH2:7][CH2:8][CH2:9][CH2:10][C:11](=[O:13])[NH:19][c:20]2[cH:21][cH:22][c:23]3[c:27]([c:28]2[OH:29])[CH:26]([CH2:30][CH2:31][NH:32][C:33]([CH3:34])=[O:35])[CH2:25][CH2:24]3)[cH:3][cH:4][cH:5][cH:6]1. Starting materials: CCOC(C)=O, Cl, CC(=O)NCCC1CCc2ccc(N)c(O)c21, O, O=S(Cl)Cl, c1ccncc1, O=C(O)CCCCc1ccccn1. Yields the product CC(=O)NCCC1CCc2ccc(NC(=O)CCCCc3ccccn3)c(O)c21. Starting materials: C1(CCCC(=O)O1)=O (glutaric anhydride), NC1=CC=NC=C1 (4-aminopyridine). Solvent: C=1(C(=CC=CC1)C)C (xylene). Conditions: time 6 hour. Yields the product N1=CC=C(C=C1)N1C(CCCC1=O)=O (1-(4-pyridyl)-piperidine-2,6-dione). As a reaction SMILES: [C:1]1(=[O:8])[O:7][C:5](=O)[CH2:4][CH2:3][CH2:2]1.[NH2:9][C:10]1[CH:15]=[CH:14][N:13]=[CH:12][CH:11]=1>C1(C)C(C)=CC=CC=1>[N:13]1[CH:14]=[CH:15][C:10]([N:9]2[C:1](=[O:8])[CH2:2][CH2:3][CH2:4][C:5]2=[O:7])=[CH:11][CH:12]=1. Reported procedure: The starting material is prepared as follows: The mixture of 34.2 g of glutaric anhydride, 28.2 g of 4-aminopyridine and 650 ml of xylene is refluxed with stirring for 6 hours. It is allowed to cool to room temperature, the solids are filtered off and extracted twice with 200 ml chloroform at reflux. The combined extracts are evaporated and the residue recrystallized twice from ethyl acetate to yield the 1-(4-pyridyl)-piperidine-2,6-dione melting at 153°-155°. RXN SMILES: [OH:1][C@@H:2]([CH2:18][N:19]([C:24]1[CH:29]=[CH:28][C:27]([O:30][C:31]2[CH:36]=[CH:35][C:34]([C:37]([O:39]CC)=[O:38])=[CH:33][C:32]=2[I:42])=[CH:26][CH:25]=1)[CH2:20][CH:21]([CH3:23])[CH3:22])[CH2:3][O:4][C:5]1[C:17]2[C:16]3[C:11](=[CH:12][CH:13]=[CH:14][CH:15]=3)[NH:10][C:9]=2[CH:8]=[CH:7][CH:6]=1>C(O)C.[OH-].[K+].O>[OH:1][C@@H:2]([CH2:18][N:19]([C:24]1[CH:29]=[CH:28][C:27]([O:30][C:31]2[CH:36]=[CH:35][C:34]([C:37]([OH:39])=[O:38])=[CH:33][C:32]=2[I:42])=[CH:26][CH:25]=1)[CH2:20][CH:21]([CH3:23])[CH3:22])[CH2:3][O:4][C:5]1[C:17]2[C:16]3[C:11](=[CH:12][CH:13]=[CH:14][CH:15]=3)[NH:10][C:9]=2[CH:8]=[CH:7][CH:6]=1 |f:2.3|. Solvent: C(C)O (ethanol), [OH-].[K+] (potassium hydroxide), O (water). Conditions: time 16 hour. The yield is 105.3%. Yields the product O[C@H](COC1=CC=CC=2NC3=CC=CC=C3C12)CN(CC(C)C)C1=CC=C(C=C1)OC1=C(C=C(C=C1)C(=O)O)I ((S)-4-[2-Hydroxy-3-([4-(4-carboxy-2-iodophenoxy)phenyl]-2-methylpropylamino)propoxy]carbazole). Starting materials: O[C@H](COC1=CC=CC=2NC3=CC=CC=C3C12)CN(CC(C)C)C1=CC=C(C=C1)OC1=C(C=C(C=C1)C(=O)OCC)I ((S)-4-[2-hydroxy-3-([4-(4-carboethoxy-2-iodophenoxy)phenyl]-2-methylpropylamino)propoxy]carbazole). Procedure: (S)-4-[2-hydroxy-3-([4-(4-carboethoxy-2-iodophenoxy)phenyl]-2-methylpropylamino)propoxy]carbazole (386 mg, 0.54 mmol) was dissolved in a mixture of ethanol (20 ml) and aqueous potassium hydroxide (20 ml, 5.ON) and was stirred at ambient temperature for 16 hours. The crude reaction mixture was concentrated in vacuo and the residue acidified with 5.0N HCl. The solution was allowed to stir for one hour at 0° C. and then concentrated in vacuo to afford a white solid. The residue was suspended in wat...